This data is from the Open Reaction Database (ORD), a public repository of structured organic reaction records. The task is: describe an organic reaction: reactants, conditions, products, and yield Reaction conditions: temperature 40 celsius, time 30 minute. The yield is 71.3%. RXN SMILES: C1(P(C2C=CC=CC=2)C2C=CC3C(=CC=CC=3)C=2C2C3C(=CC=CC=3)C=CC=2P(C2C=CC=CC=2)C2C=CC=CC=2)C=CC=CC=1.Br[C:48]1[CH:49]=[C:50]2[C:55](=[CH:56][CH:57]=1)[N:54]=[C:53]([CH2:58][CH:59]([CH3:61])[CH3:60])[C:52]([C:62]#[N:63])=[C:51]2[C:64]1[CH:69]=[CH:68][C:67]([CH3:70])=[CH:66][CH:65]=1.[CH2:71]([NH2:74])[CH2:72][NH2:73].CC(C)([O-])C.[Na+].[C:81](OC(OC(C)(C)C)=O)([O:83][C:84]([CH3:87])([CH3:86])[CH3:85])=[O:82]>C([O-])(=O)C.[Pd+2].C([O-])(=O)C.C1(C)C=CC=CC=1>[C:62]([C:52]1[C:53]([CH2:58][CH:59]([CH3:61])[CH3:60])=[N:54][C:55]2[C:50]([C:51]=1[C:64]1[CH:69]=[CH:68][C:67]([CH3:70])=[CH:66][CH:65]=1)=[CH:49][C:48]([NH:73][CH2:72][CH2:71][NH:74][C:81](=[O:82])[O:83][C:84]([CH3:87])([CH3:86])[CH3:85])=[CH:57][CH:56]=2)#[N:63] |f:3.4,6.7.8|. Procedure: Palladium acetate (0.030 g, 0.13 mmol) and racemic-2,2′-bis(diphenylphosphino)-1,1′-binaphthyl (0.25 g, 0.40 mmol) were added to toluene (20 ml) under a nitrogen atmosphere and the mixture was stirred at 40° C. for 30 min. The reaction mixture was cooled to room temperature and 6-bromo-2-isobutyl-4-(4-methylphenyl)quinoline-3-carbonitrile (1.0 g, 2.6 mmol), ethylenediamine (0.44 ml, 6.6 mmol) and sodium tert-butoxide (0.35 g, 3.7 mmol) were added. The mixture was stirred under a nitrogen atmosph... Reactants: BrC=1C=C2C(=C(C(=NC2=CC1)CC(C)C)C#N)C1=CC=C(C=C1)C (6-bromo-2-isobutyl-4-(4-methylphenyl)quinoline-3-carbonitrile), C(CN)N (ethylenediamine), CC(C)([O-])C.[Na+] (sodium tert-butoxide), C1(=CC=CC=C1)P(C1=C(C2=CC=CC=C2C=C1)C1=C(C=CC2=CC=CC=C12)P(C1=CC=CC=C1)C1=CC=CC=C1)C1=CC=CC=C1 (racemic-2,2′-bis(diphenylphosphino)-1,1′-binaphthyl), C(=O)(OC(C)(C)C)OC(=O)OC(C)(C)C (Di-tert-butyl dicarbonate). The solvent is C1(=CC=CC=C1)C (toluene). Reagents/catalysts: C(C)(=O)[O-].[Pd+2].C(C)(=O)[O-] (Palladium acetate). Product: C(#N)C=1C(=NC2=CC=C(C=C2C1C1=CC=C(C=C1)C)NCCNC(OC(C)(C)C)=O)CC(C)C (tert-butyl 2-{[3-cyano-2-isobutyl-4-(4-methylphenyl)quinolin-6-yl]amino}ethylcarbamate). Reactants: C(C)(=O)N(CC)C=1C=C2CC3=C(NC=4C=CC=CC34)C2=CC1 (5,10-Dihydro-2-(N-Acetyl-N-ethylamino)indeno[1,2-b]indole), [H-].[Al+3].[Li+].[H-].[H-].[H-] (lithium aluminum hydride), C(=O)([O-])C(O)C(O)C(=O)[O-].[K+].[Na+] (sodium potassium tartrate). Solvent: O1CCCC1 (tetrahydrofuran). Run at temperature 50 celsius. The product is C(C)N(CC)C=1C=C2CC3=C(NC=4C=CC=CC34)C2=CC1 (5,10-Dihydro-2-(N,N-diethylamino)indeno[1,2-b]indole). The yield is 73.5%. As a reaction SMILES: [C:1]([N:4]([C:7]1[CH:8]=[C:9]2[C:20](=[CH:21][CH:22]=1)[C:12]1[NH:13][C:14]3[CH:15]=[CH:16][CH:17]=[CH:18][C:19]=3[C:11]=1[CH2:10]2)[CH2:5][CH3:6])(=O)[CH3:2].[H-].[Al+3].[Li+].[H-].[H-].[H-].C(C(C(C([O-])=O)O)O)([O-])=O.[K+].[Na+]>O1CCCC1>[CH2:1]([N:4]([C:7]1[CH:8]=[C:9]2[C:20](=[CH:21][CH:22]=1)[C:12]1[NH:13][C:14]3[CH:15]=[CH:16][CH:17]=[CH:18][C:19]=3[C:11]=1[CH2:10]2)[CH2:5][CH3:6])[CH3:2] |f:1.2.3.4.5.6,7.8.9|. Procedure: 5,10-Dihydro-2-(N-Acetyl-N-ethylamino)indeno[1,2-b]indole (0.5 g, 1.7 mM) in dry tetrahydrofuran (80 cm3), protected under an atmosphere of nitrogen, was treated with lithium aluminum hydride (0.3 g) during 1 hour. The reaction mixture was then heated to 50° C. for a further 1 hour, cooled, and saturated sodium potassium tartrate (5 cm3) added. The solvent layer was decanted from the aqueous residue, and the latter washed with tetrahydrofuran (3×8 cm3). The combined organic phase and washing wer... Starting materials: CC(=O)O, CC(C)(C)OC(=O)N1CC=C(c2ccc3c(N)ncnn23)C1, O=[Pt]=O. Yields the product CC(C)(C)OC(=O)N1CCC(c2ccc3c(N)ncnn23)C1. Reaction SMILES: [C:23]([OH:24])(=[O:25])[CH3:26].[NH2:1][c:2]1[n:3][cH:4][n:5][n:6]2[c:7]1[cH:8][cH:9][c:10]2[C:11]1=[CH:15][CH2:14][N:13]([C:16](=[O:17])[O:18][C:19]([CH3:20])([CH3:21])[CH3:22])[CH2:12]1.[Pt:27](=[O:28])=[O:29]>>[NH2:1][c:2]1[n:3][cH:4][n:5][n:6]2[c:7]1[cH:8][cH:9][c:10]2[CH:11]1[CH2:12][N:13]([C:16](=[O:17])[O:18][C:19]([CH3:20])([CH3:21])[CH3:22])[CH2:14][CH2:15]1. Reactants: [Br-].[Ca+2].[Br-] (Calcium Bromide), C(C=C)(=O)N (acrylamide), C(C=C)#N (acrylonitrile), C(C=C)(=O)OCCO (2-hydroxyethyl acrylate), C(C=C)(=O)OCCOCCOC(C=C)=O (diethylene glycol diacrylate). Procedure: 250 ml of a warm 14.2 lbs/gallon Calcium Bromide solution (Baroid Drilling Fluids) is placed in an Erlenmeyer flask. 4.938 grams of acrylamide (Aldrich, 99%) is allowed to dissolve. This solution is then placed in a sep funnel and 7.7457 grams (9.61 ml) of acrylonitrile (Aldrich, 99%), 16.135 grams (15.96 ml) of 2-hydroxyethyl acrylate (Aldrich, 96%), and 0.5618 grams (0.540 ml) of diethylene glycol diacrylate (Monomer-Polymer & Dajac Laboratories, Catalogue No. 7945) are added. N2 is bubbled th... Conditions: time 16.5 hour. Yields the product C(C=C)#N.C(C=C)(=O)N.C(C=C)(=O)OCCO (Acrylonitrile Acrylamide 2-Hydroxyethyl Acrylate). As a reaction SMILES: [Br-].[Ca+2].[Br-].[C:4]([NH2:8])(=[O:7])[CH:5]=[CH2:6].C(#N)C=C.[C:13]([O:17][CH2:18][CH2:19][OH:20])(=[O:16])[CH:14]=[CH2:15].C(OCCOCCOC(=O)C=C)(=O)C=C>>[C:4](#[N:8])[CH:5]=[CH2:6].[C:4]([NH2:8])(=[O:7])[CH:5]=[CH2:6].[C:13]([O:17][CH2:18][CH2:19][OH:20])(=[O:16])[CH:14]=[CH2:15] |f:0.1.2,7.8.9|. Reactants: O=C1CCC(=O)N1Br, Cc1c(C=O)ccn1S(=O)(=O)c1cccnc1, CN(C)C=O, O. The product is Cc1c(C=O)cc(Br)n1S(=O)(=O)c1cccnc1. RXN SMILES: [Br:18][N:19]1[C:20](=[O:21])[CH2:22][CH2:23][C:24]1=[O:25].[CH3:1][c:2]1[n:3]([S:9](=[O:10])(=[O:11])[c:12]2[cH:13][n:14][cH:15][cH:16][cH:17]2)[cH:4][cH:5][c:6]1[CH:7]=[O:8].[CH3:27][N:28]([CH3:29])[CH:30]=[O:31].[OH2:26]>>[CH3:1][c:2]1[n:3]([S:9](=[O:10])(=[O:11])[c:12]2[cH:13][n:14][cH:15][cH:16][cH:17]2)[c:4]([Br:18])[cH:5][c:6]1[CH:7]=[O:8]. As a reaction SMILES: [BH4-:1].[CH3:17][CH2:18][OH:19].[CH:3](=[O:4])[c:5]1[cH:6][cH:7][c:8]([C:9](=[O:10])[OH:11])[cH:12][cH:13]1.[Na+:16].[Na+:2].[OH-:15].[OH2:14]>>[CH2:3]([OH:4])[c:5]1[cH:6][cH:7][c:8]([C:9](=[O:10])[OH:11])[cH:12][cH:13]1. Yields the product O=C(O)c1ccc(CO)cc1. The reactants are [BH4-], CCO, O=Cc1ccc(C(=O)O)cc1, [Na+], [Na+], [OH-], O. The reactants are CCCC[N+](CCCC)(CCCC)CCCC.[F-] (TBAF), O([Si](C)(C)C(C)(C)C)CCCCCCCCCCCCCCC#CC1=C(C=CC(=C1)OC)NC(OC(C)(C)C)=O (tert-butyl {2-[16-(tert-butyl-dimethylsilanoxy)-hexadecynyl]-4-methoxyp henyl}-carbamate). Solvent: C1CCOC1 (THF). Yields the product COC=1C=C2C=C(NC2=CC1)CCCCCCCCCCCCCCO (14-(5-methoxy-1H-indole-2-yl)-tetradecane-1-ol). The yield is 64.7%. RXN SMILES: CCCC[N+](CCCC)(CCCC)CCCC.[F-].[O:19]([CH2:27][CH2:28][CH2:29][CH2:30][CH2:31][CH2:32][CH2:33][CH2:34][CH2:35][CH2:36][CH2:37][CH2:38][CH2:39][CH2:40][C:41]#[C:42][C:43]1[CH:48]=[C:47]([O:49][CH3:50])[CH:46]=[CH:45][C:44]=1[NH:51]C(=O)OC(C)(C)C)[Si](C(C)(C)C)(C)C>C1COCC1>[CH3:50][O:49][C:47]1[CH:48]=[C:43]2[C:44](=[CH:45][CH:46]=1)[NH:51][C:41]([CH2:40][CH2:39][CH2:38][CH2:37][CH2:36][CH2:35][CH2:34][CH2:33][CH2:32][CH2:31][CH2:30][CH2:29][CH2:28][CH2:27][OH:19])=[CH:42]2 |f:0.1|. Procedure details: A mixture of 1M THF solution of TBAF (5.1 mL, 5.11 mmol, 15 eq) and tert-butyl {2-[16-(tert-butyl-dimethylsilanoxy)-hexadecynyl]-4-methoxyp henyl}-carbamate (195 mg, 0.34 mmol, 1 eq) was refluxed for 24 hours. After removing THF, the residue was diluted with 50 mL of water, and extracted three times with AcOEt (50 mL). The extract was washed with aqueous solution of sodium chloride, dried over magnesium sulfate, and concentrated. The resulting concentrate was subjected to silica gel flush chroma...